Dataset: the Open Reaction Database (ORD), a public repository of structured organic reaction records. Task: describe an organic reaction: reactants, conditions, products, and yield The reactants are C1CCOC1, COC(=O)c1cc(CC(C)C)ccc1NC(=O)COCC(=O)N1CCN(C(c2ccccc2)c2ccccc2)CC1, [Na+], [OH-]. The product is CC(C)Cc1ccc(NC(=O)COCC(=O)N2CCN(C(c3ccccc3)c3ccccc3)CC2)c(C(=O)[O-])c1, [Na+]. As a reaction SMILES: [CH2:44]1[O:45][CH2:46][CH2:47][CH2:48]1.[CH:1]([c:2]1[cH:3][cH:4][cH:5][cH:6][cH:7]1)([c:8]1[cH:9][cH:10][cH:11][cH:12][cH:13]1)[N:14]1[CH2:15][CH2:16][N:17]([C:20]([CH2:21][O:22][CH2:23][C:24](=[O:25])[NH:26][c:27]2[c:28]([C:29](=[O:30])[O:31][CH3:32])[cH:33][c:34]([CH2:37][CH:38]([CH3:39])[CH3:40])[cH:35][cH:36]2)=[O:41])[CH2:18][CH2:19]1.[Na+:43].[OH-:42]>>[CH:1]([c:2]1[cH:3][cH:4][cH:5][cH:6][cH:7]1)([c:8]1[cH:9][cH:10][cH:11][cH:12][cH:13]1)[N:14]1[CH2:15][CH2:16][N:17]([C:20]([CH2:21][O:22][CH2:23][C:24](=[O:25])[NH:26][c:27]2[c:28]([C:29](=[O:30])[O-:31])[cH:33][c:34]([CH2:37][CH:38]([CH3:39])[CH3:40])[cH:35][cH:36]2)=[O:41])[CH2:18][CH2:19]1.[Na+:43]. Starting materials: BrC1=C(C=C(C=C1)O)C(C)C (4-bromo-3-isopropylphenol), N1C=NC=C1 (imidazole), Cl[Si](C(C)C)(C(C)C)C(C)C (chloro-triisopropylsilane). Run in CN(C)C=O (DMF), O (H2O). Run at time 8 hour. Yields the product BrC1=C(C=C(O[Si](C(C)C)(C(C)C)C(C)C)C=C1)C(C)C ((4-Bromo-3-isopropyl-phenoxy)-triisopropyl-silane), EtOAc—hexanes. Yield: 1.0%. As a reaction SMILES: [Br:1][C:2]1[CH:7]=[CH:6][C:5]([OH:8])=[CH:4][C:3]=1[CH:9]([CH3:11])[CH3:10].N1C=CN=C1.Cl[Si:18]([CH:25]([CH3:27])[CH3:26])([CH:22]([CH3:24])[CH3:23])[CH:19]([CH3:21])[CH3:20]>CN(C=O)C.O>[Br:1][C:2]1[CH:7]=[CH:6][C:5]([O:8][Si:18]([CH:25]([CH3:27])[CH3:26])([CH:22]([CH3:24])[CH3:23])[CH:19]([CH3:21])[CH3:20])=[CH:4][C:3]=1[CH:9]([CH3:11])[CH3:10]. Reported procedure: To a solution of 4-bromo-3-isopropylphenol (880.0 mg, 4.09 mmols) and imidazole (417.0 mg, 6.13 mmols) in 10 mL DMF was added chloro-triisopropylsilane (946.0 mg, 4.90 mmols). After stirring overnight at room temperature the solution was diluted with H2O and extracted with EtOAc. The combined organic layers were washed with H2O and saturated aqueous NaCl before being dried (MgSO4) and concentrated under reduced pressure. The title compound, 1.30 g (92%), was isolated by column chromatography (1-... The reactants are O=c1c2c(Cl)ccn2nc(C(O)C2CC2)n1Cc1ccccc1, ClCCl, O=S(Cl)Cl, c1ccncc1. Product: O=c1c2c(Cl)ccn2nc(C(Cl)C2CC2)n1Cc1ccccc1. RXN SMILES: [CH2:5]([c:6]1[cH:7][cH:8][cH:9][cH:10][cH:11]1)[n:12]1[c:13]([CH:23]([OH:24])[CH:25]2[CH2:26][CH2:27]2)[n:14][n:15]2[c:16]([c:17]1=[O:18])[c:19]([Cl:22])[cH:20][cH:21]2.[Cl:34][CH2:35][Cl:36].[S:1]([Cl:2])([Cl:3])=[O:4].[cH:28]1[cH:29][cH:30][n:31][cH:32][cH:33]1>>[Cl:3][CH:23]([c:13]1[n:12]([CH2:5][c:6]2[cH:7][cH:8][cH:9][cH:10][cH:11]2)[c:17](=[O:18])[c:16]2[n:15]([n:14]1)[cH:21][cH:20][c:19]2[Cl:22])[CH:25]1[CH2:26][CH2:27]1. Starting materials: C(CCC)C1CC2C(C(NC2CC1)=O)=O (5-n-butyl-octahydro-2,3-dioxo-1H-indole), C(C)(=O)[O-].[Na+] (sodium acetate), [H][H] (hydrogen), S(O)(O)(=O)=O (sulfuric acid). Reagents/catalysts: [Rh] (Rh/C), [Pd] (Pd/C), [Pd] (Pd/C). The solvent is C(C)(=O)O (acetic acid). Product: C(CCC)C1CC2CC(NC2CC1)=O (5-n-butyloctahydro-2-oxo-1H-indole). RXN SMILES: [CH2:1]([CH:5]1[CH2:13][CH2:12][CH:11]2[CH:7]([C:8](=O)[C:9](=[O:14])[NH:10]2)[CH2:6]1)[CH2:2][CH2:3][CH3:4].[H][H].S(=O)(=O)(O)O.C([O-])(=O)C.[Na+]>C(O)(=O)C.[Pd].[Rh]>[CH2:1]([CH:5]1[CH2:13][CH2:12][CH:11]2[CH:7]([CH2:8][C:9](=[O:14])[NH:10]2)[CH2:6]1)[CH2:2][CH2:3][CH3:4] |f:3.4|. Procedure: For example, a solution of 5-n-butyl-octahydro-2,3-dioxo-1H-indole (III) (43.6 g, 0.214 mole) in acetic acid (250 ml) is treated with hydrogen gas in the presence of 20% Pd/C (2 g). Another 1 g of 20% Pd/C is added and concentrated sulfuric acid (1 ml) is added and the hydrogenation is continued. Ten percent Rh/C (2 g) is added and hydrogenation is continued. The suspension is filtered and sodium acetate (4.9 g, 0.06 mole) is added and the mixture is concentrated at reduced pressure The residue ... The product is ClC=1C=CC(=C2C=CC(=NC12)NC1=NC=CC(=C1[N+](=O)[O-])C)OCCN1CCOCC1 (8-chloro-N-(4-methyl-3-nitropyridin-2-yl)-5-(2-morpholinoethoxy)quinolin-2-amine). Isolated yield 36.9%. Solvent: CC(C)(C)O (t-BuOH). Reaction SMILES: Cl[C:2]1[CH:11]=[CH:10][C:9]2[C:4](=[C:5]([Cl:21])[CH:6]=[CH:7][C:8]=2[O:12][CH2:13][CH2:14][N:15]2[CH2:20][CH2:19][O:18][CH2:17][CH2:16]2)[N:3]=1.[NH2:22][C:23]1[C:28]([N+:29]([O-:31])=[O:30])=[CH:27][CH:26]=[CH:25][N:24]=1.[C:32]([O-])([O-])=O.[Cs+].[Cs+]>CC(O)(C)C.CC([O-])=O.CC([O-])=O.[Pd+2].CC1(C)C2C(=C(P(C3C=CC=CC=3)C3C=CC=CC=3)C=CC=2)OC2C(P(C3C=CC=CC=3)C3C=CC=CC=3)=CC=CC1=2>[Cl:21][C:5]1[CH:6]=[CH:7][C:8]([O:12][CH2:13][CH2:14][N:15]2[CH2:20][CH2:19][O:18][CH2:17][CH2:16]2)=[C:9]2[C:4]=1[N:3]=[C:2]([NH:22][C:23]1[C:28]([N+:29]([O-:31])=[O:30])=[C:27]([CH3:32])[CH:26]=[CH:25][N:24]=1)[CH:11]=[CH:10]2 |f:2.3.4,6.7.8|. Conditions: temperature 90 celsius, time 20 hour. Reactants: ClC1=NC2=C(C=CC(=C2C=C1)OCCN1CCOCC1)Cl (4-(2-((2,8-dichloroquinolin-5-yl)oxy)ethyl)morpholine), NC1=NC=CC=C1[N+](=O)[O-] (2-amino-3-nitropyridine), C(=O)([O-])[O-].[Cs+].[Cs+] (Cs2CO3). The reagents and catalysts are CC(=O)[O-].CC(=O)[O-].[Pd+2] (Pd(OAc)2), CC1(C2=C(C(=CC=C2)P(C3=CC=CC=C3)C4=CC=CC=C4)OC5=C(C=CC=C51)P(C6=CC=CC=C6)C7=CC=CC=C7)C (XantPhos). Procedure: A reaction mixture of 4-(2-((2,8-dichloroquinolin-5-yl)oxy)ethyl)morpholine (81.5 mg, 0.25 mmol, 1 eq.), 2-amino-3-nitropyridine (41.3 mg, 0.27 mmol, 1.1 eq.), Pd(OAc)2 (1.1 mg, 2 mol %), XantPhos (2.9 mg, 2 mol %) and Cs2CO3 (228 mg, 2.8 eq.)) in t-BuOH (1 mL) was heated at 90° C. and stirred for 20 hours. The reaction mixture was then concentrated under reduced pressure and the resulting residue was diluted with ethyl acetate. The organic phase was washed with water, dried over MgSO4, filtered...